This data is from the Open Reaction Database (ORD), a public repository of structured organic reaction records. The task is: describe an organic reaction: reactants, conditions, products, and yield The reactants are C(C)(=O)OCC.CCCCCC (ethyl acetate hexane), N1C=CC2=CC=C(C=C12)N (1H-indol-6-amine), ClCCOCCCl (1-chloro-2-(2-chloroethoxy)ethane), C([O-])([O-])=O.[Na+].[Na+] (sodium carbonate). The solvent is CC(C)(C)O (t-BuOH), C(C)(=O)OCC (ethyl acetate). Run at temperature 100 celsius. Yields the product N1C=CC2=CC=C(C=C12)N1CCOCC1 (4-(1H-indol-6-yl)morpholine). The yield is 82.4%. Reaction SMILES: [NH:1]1[C:9]2[C:4](=[CH:5][CH:6]=[C:7]([NH2:10])[CH:8]=2)[CH:3]=[CH:2]1.Cl[CH2:12][CH2:13][O:14][CH2:15][CH2:16]Cl.C(=O)([O-])[O-].[Na+].[Na+].C(OCC)(=O)C.CCCCCC>CC(O)(C)C.C(OCC)(=O)C>[NH:1]1[C:9]2[C:4](=[CH:5][CH:6]=[C:7]([N:10]3[CH2:16][CH2:15][O:14][CH2:13][CH2:12]3)[CH:8]=2)[CH:3]=[CH:2]1 |f:2.3.4,5.6|. Procedure: A mixture of 1H-indol-6-amine (3.14 g, 23.76 mmol), 1-chloro-2-(2-chloroethoxy)ethane (4.18 mL, 35.6 mmol), and sodium carbonate (10.07 g, 95 mmol) in t-BuOH (90 mL) was heated at 100° C. in a pressure tube for 3.5 days. On cooling to room temperature, the mixture was diluted with ethyl acetate and filtered through CELITE®. The filtrate was concentrated under vacuum to dryness. To the residue was added water (50 mL). The mixture was adjusted to pH 11 with saturated NaHCO3 solution and extracted ... Yields the product ClC=1C=NC2=C(C(=CC=C2C1)Cl)COC(=O)CCCCCCCC (3,7-dichloro-8-octylcarbonyloxymethylquinoline). Isolated yield 89.0%. Procedure: 16 parts by weight of nonanecarboxylic acid, 20 parts by weight of 30% strength sodium methylate solution and 440 parts by weight of dimethylsulfoxide are stirred for 1 hour at 100° C. Thereafter, 24.5 parts by weight of 3,7-dichloro-8-chloromethylquinoline are introduced and the reaction mixture is stirred for a further 2 hours at 100° C. The reaction solution is then cooled, water is added and the precipitated solid is filtered off under suction and recrystallized from toluene. 32.5 parts by w... Reactants: C(CCCCCCCC)C(=O)O (nonanecarboxylic acid), C[O-].[Na+] (sodium methylate), CS(=O)C (dimethylsulfoxide), ClC=1C=NC2=C(C(=CC=C2C1)Cl)CCl (3,7-dichloro-8-chloromethylquinoline). RXN SMILES: [CH2:1]([C:10]([OH:12])=[O:11])[CH2:2][CH2:3][CH2:4][CH2:5][CH2:6][CH2:7][CH2:8]C.C[O-].[Na+].CS(C)=O.[Cl:20][C:21]1[CH:22]=[N:23][C:24]2[C:29]([CH:30]=1)=[CH:28][CH:27]=[C:26]([Cl:31])[C:25]=2[CH2:32]Cl>O>[Cl:20][C:21]1[CH:22]=[N:23][C:24]2[C:29]([CH:30]=1)=[CH:28][CH:27]=[C:26]([Cl:31])[C:25]=2[CH2:32][O:12][C:10]([CH2:1][CH2:2][CH2:3][CH2:4][CH2:5][CH2:6][CH2:7][CH3:8])=[O:11] |f:1.2|. Solvent: O (water). Conditions: temperature 100 celsius, time 2 hour. Starting materials: CC(C)(O)C#CCN1CCCC1, O=C(OO)c1ccccc1-c1cccc(Cl)c1, ClCCl. The product is CC(C)(O)C(=O)C=CN1CCCC1. Reaction SMILES: [CH3:1][C:2]([CH3:3])([C:4]#[C:5][CH2:6][N:7]1[CH2:8][CH2:9][CH2:10][CH2:11]1)[OH:12].[Cl:13][c:14]1[cH:15][c:16](-[c:17]2[cH:18][cH:19][cH:20][cH:21][c:22]2[C:24](=[O:23])[O:25][OH:26])[cH:27][cH:28][cH:29]1.[Cl:30][CH2:31][Cl:32]>>[CH3:1][C:2]([CH3:3])([C:4]([CH:5]=[CH:6][N:7]1[CH2:8][CH2:9][CH2:10][CH2:11]1)=[O:23])[OH:12]. Starting materials: ClCCl, CI, [Na+], [OH-], O=Cc1cccc2[nH]ccc12. The product is Cn1ccc2c(C=O)cccc21. RXN SMILES: [CH2:14]([Cl:15])[Cl:16].[CH3:12][I:13].[Na+:18].[OH-:17].[nH:1]1[cH:2][cH:3][c:4]2[c:5]([CH:10]=[O:11])[cH:6][cH:7][cH:8][c:9]12>>[n:1]1([CH3:12])[cH:2][cH:3][c:4]2[c:5]([CH:10]=[O:11])[cH:6][cH:7][cH:8][c:9]12. The reactants are CCO, [Cl-], Cn1c(S(C)(=O)=O)nc2c(C#N)c(N3CCCC(NC(=O)OC(C)(C)C)C3)n(Cc3ccccc3Cl)c2c1=O, [NH4+], [Na+], [OH-]. The product is Cn1c(O)nc2c(C#N)c(N3CCCC(NC(=O)OC(C)(C)C)C3)n(Cc3ccccc3Cl)c2c1=O. As a reaction SMILES: [CH3:44][CH2:45][OH:46].[Cl-:42].[Cl:1][c:2]1[c:3]([CH2:4][n:5]2[c:6]([N:22]3[CH2:23][CH:24]([NH:28][C:29]([O:30][C:31]([CH3:32])([CH3:33])[CH3:34])=[O:35])[CH2:25][CH2:26][CH2:27]3)[c:7]([C:20]#[N:21])[c:8]3[n:9][c:10]([S:16]([CH3:17])(=[O:18])=[O:19])[n:11]([CH3:15])[c:12](=[O:14])[c:13]23)[cH:36][cH:37][cH:38][cH:39]1.[NH4+:43].[Na+:41].[OH-:40]>>[Cl:1][c:2]1[c:3]([CH2:4][n:5]2[c:6]([N:22]3[CH2:23][CH:24]([NH:28][C:29]([O:30][C:31]([CH3:32])([CH3:33])[CH3:34])=[O:35])[CH2:25][CH2:26][CH2:27]3)[c:7]([C:20]#[N:21])[c:8]3[n:9][c:10]([OH:40])[n:11]([CH3:15])[c:12](=[O:14])[c:13]23)[cH:36][cH:37][cH:38][cH:39]1. The reactants are ClC=1C=C(C=CC1Cl)I (3,4-dichloro-iodobenzene), [Si](C)(C)(C(C)(C)C)O[C@@H]([C@@H](OC1=CC=C(C=C1)B(O)O)C)CCC=1C=NC=CC1 ((1S,2R)-4-[2-(tert-butyldimethylsilanyloxy)-1-methyl-4-pyridin-3-ylbutoxy]benzeneboronic acid), C(C)O (ethanol), C([O-])([O-])=O.[Na+].[Na+] (sodium carbonate). Reagents/catalysts: C=1C=CC(=CC1)[P](C=2C=CC=CC2)(C=3C=CC=CC3)[Pd]([P](C=4C=CC=CC4)(C=5C=CC=CC5)C=6C=CC=CC6)([P](C=7C=CC=CC7)(C=8C=CC=CC8)C=9C=CC=CC9)[P](C=1C=CC=CC1)(C=1C=CC=CC1)C=1C=CC=CC1 (tetrakis(triphenylphosphine)palladium). The solvent is C1(=CC=CC=C1)C (toluene). Run at temperature 120 celsius. Product: C(C(=O)O)(=O)O.ClC=1C=C(C=CC1Cl)C1=CC=C(C=C1)O[C@H]([C@@H](CCC=1C=NC=CC1)O)C ((3R,4S)-4-(3′,4′-Dichlorobiphenyl-4-yloxy)-1-pyridin-3-yl-pentan-3-ol oxalic acid salt). As a reaction SMILES: [Cl:1][C:2]1[CH:3]=[C:4](I)[CH:5]=[CH:6][C:7]=1[Cl:8].[CH2:10]([OH:12])C.[C:13](=[O:16])([O-:15])[O-].[Na+].[Na+].[Si]([O:26][C@H:27]([CH2:40][CH2:41][C:42]1[CH:43]=[N:44][CH:45]=[CH:46][CH:47]=1)[C@H:28]([CH3:39])[O:29][C:30]1[CH:35]=[CH:34][C:33](B(O)O)=[CH:32][CH:31]=1)(C(C)(C)C)(C)C>C1C=CC([P]([Pd]([P](C2C=CC=CC=2)(C2C=CC=CC=2)C2C=CC=CC=2)([P](C2C=CC=CC=2)(C2C=CC=CC=2)C2C=CC=CC=2)[P](C2C=CC=CC=2)(C2C=CC=CC=2)C2C=CC=CC=2)(C2C=CC=CC=2)C2C=CC=CC=2)=CC=1.C1(C)C=CC=CC=1>[C:10]([OH:12])(=[O:26])[C:13]([OH:15])=[O:16].[Cl:1][C:2]1[CH:3]=[C:4]([C:33]2[CH:32]=[CH:31][C:30]([O:29][C@@H:28]([CH3:39])[C@H:27]([OH:26])[CH2:40][CH2:41][C:42]3[CH:43]=[N:44][CH:45]=[CH:46][CH:47]=3)=[CH:35][CH:34]=2)[CH:5]=[CH:6][C:7]=1[Cl:8] |f:2.3.4,8.9,^1:51,53,72,91|. Reported procedure: Prepared according to the method described in Example 12b) from 3,4-dichloro-iodobenzene (0.273 g), ethanol (2 ml), toluene (5 ml), 2M aqueous sodium carbonate (0.5 ml), (1S,2R)-4-[2-(tert-butyldimethylsilanyloxy)-1-methyl-4-pyridin-3-ylbutoxy]benzeneboronic acid (0.2 g, Example 11)), and tetrakis(triphenylphosphine)palladium (0) (0.025 g) with heating at 120° C. for 4 hours. After work-up, the residue was purified by normal-phase HPLC eluting a gradient of 0-25% ethanol in dichloromethane to gi... Starting materials: C(#N)[Cu] (CuCN), BrC=1C=C(C(=O)NC=2C(=CC=CC2)NC(C2=CC=C(C=C2)OC)=O)C=CC1F (N1-(3-bromo-4-fluorobenzoyl)-N2-(4-methoxybenzoyl)-1,2-benzenediamine). Solvent: CN1CCCC1=O (NMP), C(C)(=O)OCC (ethyl acetate). Run at temperature 200 celsius, time 20 hour. Yields the product C(#N)C=1C=C(C(=O)NC=2C(=CC=CC2)NC(C2=CC=C(C=C2)OC)=O)C=CC1F (N1-(3-Cyano-4-fluorobenzoyl)-N2-(4-methoxybenzoyl)-1,2-benzenediamine). Isolated yield 30.7%. Reaction SMILES: [C:1]([Cu])#[N:2].Br[C:5]1[CH:6]=[C:7]([CH:28]=[CH:29][C:30]=1[F:31])[C:8]([NH:10][C:11]1[C:12]([NH:17][C:18](=[O:27])[C:19]2[CH:24]=[CH:23][C:22]([O:25][CH3:26])=[CH:21][CH:20]=2)=[CH:13][CH:14]=[CH:15][CH:16]=1)=[O:9]>CN1C(=O)CCC1.C(OCC)(=O)C>[C:1]([C:5]1[CH:6]=[C:7]([CH:28]=[CH:29][C:30]=1[F:31])[C:8]([NH:10][C:11]1[C:12]([NH:17][C:18](=[O:27])[C:19]2[CH:24]=[CH:23][C:22]([O:25][CH3:26])=[CH:21][CH:20]=2)=[CH:13][CH:14]=[CH:15][CH:16]=1)=[O:9])#[N:2]. Reported procedure: CuCN (606 mg, 6.77 mmol) was dissolved in NMP (25 mL) and the solution was heated to 200° C. for 45 min. To this stirring solution was added N1-(3-bromo-4-fluorobenzoyl)-N2-(4-methoxybenzoyl)-1,2-benzenediamine (700 mg, 2.26 mmol) and stirring continued for 20 h. The solution was then cooled to room temperature, diluted with ethyl acetate and washed once with 1 N ammonium hydroxide, twice with 1 N HCl and once with brine. The organic phase was then dried with MgSO4, filtered and concentrated in ... Starting materials: CN1N=CC(=C1C)C(=O)O.ON1N=NC2=C1C=CC=C2 (1-Hydroxybenzotriazole 1,5-dimethylpyrazole-4-carboxylate), NC=1C=CC(=C(C#N)C1)N1CCCCC1 (5-amino-2-piperidinobenzonitrile). The solvent is C(C)O (ethanol). Run at temperature 78 celsius, time 3 hour. Product: C(#N)C=1C=C(C=CC1N1CCCCC1)NC(=O)C=1C=NN(C1C)C (N-(3-Cyano-4-piperidinophenyl)-1,5-dimethylpyrazole-4-carboxamide). Yield: 49.7%. RXN SMILES: [CH3:1][N:2]1[C:6]([CH3:7])=[C:5]([C:8]([OH:10])=O)[CH:4]=[N:3]1.ON1C2C=CC=CC=2N=N1.[NH2:21][C:22]1[CH:23]=[CH:24][C:25]([N:30]2[CH2:35][CH2:34][CH2:33][CH2:32][CH2:31]2)=[C:26]([CH:29]=1)[C:27]#[N:28]>C(O)C>[C:27]([C:26]1[CH:29]=[C:22]([NH:21][C:8]([C:5]2[CH:4]=[N:3][N:2]([CH3:1])[C:6]=2[CH3:7])=[O:10])[CH:23]=[CH:24][C:25]=1[N:30]1[CH2:35][CH2:34][CH2:33][CH2:32][CH2:31]1)#[N:28] |f:0.1|. Procedure details: 1-Hydroxybenzotriazole 1,5-dimethylpyrazole-4-carboxylate (1.2 g) and 5-amino-2-piperidinobenzonitrile (0.9 g) were added to ethanol (20 ml) and the mixture was stirred at 78° C. for 3 h. After evaporation of the solvent, aqueous potassium carbonate solution was added to the residue and the mixture was extracted with ethyl acetate. The organic layer was washed with saturated brine and dried over anhydrous magnesium sulfate, after which the solvent was evaporated under reduced pressure. n-Hexane ...